describe an organic reaction: reactants, conditions, products, and yield From a dataset of the Open Reaction Database (ORD), a public repository of structured organic reaction records. The reactants are BrBr (bromine), BrBr (bromine), ClC=1C=C(C=CC1Cl)C(C(C)=O)(C)C (3-(3,4-dichlorophenyl)-3-methylbutan-2-one). Run at time 30 minute. As a reaction SMILES: [Br:1]Br.[Cl:3][C:4]1[CH:5]=[C:6]([C:11]([CH3:16])([CH3:15])[C:12](=[O:14])[CH3:13])[CH:7]=[CH:8][C:9]=1[Cl:10]>CCOCC>[Br:1][CH2:13][C:12](=[O:14])[C:11]([C:6]1[CH:7]=[CH:8][C:9]([Cl:10])=[C:4]([Cl:3])[CH:5]=1)([CH3:16])[CH3:15]. Procedure details: A solution of bromine (1.84 ml) in ether (25 ml) was added dropwise over 1 hour at ambient temperature to a stirred solution of 3-(3,4-dichlorophenyl)-3-methylbutan-2-one (8.24 g) in ether (250 ml). After the addition was complete and the bromine colour had dissipated, the mixture was stirred at ambient temperature for a further 30 minutes then it was washed with water (100 ml), saturated aqueous sodium hydrogen carbonate solution (2×100 ml) and water (100 ml), dried (MgSO4), and the solvent rem... Solvent: CCOCC (ether), CCOCC (ether). Product: BrCC(C(C)(C)C1=CC(=C(C=C1)Cl)Cl)=O (1-bromo-3-(3,4-dichlorophenyl)-3 methylbutan-2-one).